This data is from the Open Reaction Database (ORD), a public repository of structured organic reaction records. The task is: describe an organic reaction: reactants, conditions, products, and yield The reagents and catalysts are [Cu]I (copper (I) iodide). RXN SMILES: I[C:2]1[CH:9]=[CH:8][C:5]([CH2:6][OH:7])=[CH:4][CH:3]=1.[F:10][C:11]([F:22])([F:21])[C:12]1[C:20]2[CH2:19][CH2:18][CH2:17][CH2:16][C:15]=2[NH:14][N:13]=1.CN(C)CC(O)=O.C(=O)([O-])[O-].[K+].[K+]>CS(C)=O.[Cu]I>[F:22][C:11]([F:10])([F:21])[C:12]1[C:20]2[CH2:19][CH2:18][CH2:17][CH2:16][C:15]=2[N:14]([C:2]2[CH:9]=[CH:8][C:5]([CH2:6][OH:7])=[CH:4][CH:3]=2)[N:13]=1 |f:3.4.5|. Starting materials: IC1=CC=C(CO)C=C1 (4-iodobenzylalcohol), FC(C1=NNC=2CCCCC12)(F)F (3-(trifluoromethyl)-4,5,6,7-tetrahydro-1H-indazole), CN(CC(=O)O)C (N,N-dimethylglycine), C([O-])([O-])=O.[K+].[K+] (potassium carbonate). The solvent is CS(=O)C (dimethylsulfoxide). The yield is 85.7%. Procedure: A mixture of 4-iodobenzylalcohol (1.23 g, 5.25 mmol), 3-(trifluoromethyl)-4,5,6,7-tetrahydro-1H-indazole (950 mg, 5 mmol), copper (I) iodide (10 mol %, 95 mg, 0.5 mmol), N,N-dimethylglycine (20 mol %, 103 mg, 1 mmol) and potassium carbonate (1.45 g, 10.5 mmol) in dimethylsulfoxide (30 ml) was stirred at 130° C. in an oil bath for 23 h. The reaction mix was cooled and partitioned between dichloromethane (30 ml) and brine (150 ml). The organic layer was removed filtered and the solvent removed und... Run at temperature 130 celsius, time 23 hour. Yields the product FC(C1=NN(C=2CCCCC12)C1=CC=C(C=C1)CO)(F)F ({4-[3-(trifluoromethyl)-4,5,6,7-tetrahydro-1H-indazol-1-yl]phenyl}methanol). Reactants: C(C)(=O)N[C@H](C(=O)O)CS ((R)-2-acetamido-3-mercaptopropanoic acid), C(#N)C1(CN(C1)C(=O)OC(C)(C)C)NS(=O)C(C)(C)C (tert-butyl 3-cyano-3-(1,1-dimethylethylsulfinamido)azetidine-1-carboxylate), C(C)(=O)[O-].[NH4+] (ammonium acetate). Solvent: CO (MeOH). Reaction conditions: temperature 70 celsius. The product is C(N)(=N)C1(CN(C1)C(=O)OC(C)(C)C)NS(=O)C(C)(C)C (tert-butyl 3-carbamimidoyl-3-(1,1-dimethylethylsulfinamido)azetidine-1-carboxylate). The yield is 38.0%. As a reaction SMILES: C([NH:4][C@@H](CS)C(O)=O)(=O)C.[C:11]([C:13]1([NH:24][S:25]([C:27]([CH3:30])([CH3:29])[CH3:28])=[O:26])[CH2:16][N:15]([C:17]([O:19][C:20]([CH3:23])([CH3:22])[CH3:21])=[O:18])[CH2:14]1)#[N:12].C([O-])(=O)C.[NH4+]>CO>[C:11]([C:13]1([NH:24][S:25]([C:27]([CH3:30])([CH3:29])[CH3:28])=[O:26])[CH2:16][N:15]([C:17]([O:19][C:20]([CH3:22])([CH3:23])[CH3:21])=[O:18])[CH2:14]1)(=[NH:4])[NH2:12] |f:2.3|. Procedure: A mixture of (R)-2-acetamido-3-mercaptopropanoic acid (N-acetylcycteine, 0.812 g, 4.98 mmol), tert-butyl 3-cyano-3-(1,1-dimethylethylsulfinamido)azetidine-1-carboxylate (1.5 g, 4.98 mmol), and ammonium acetate (1.918 g, 24.88 mmol) in MeOH (5 ml) in a 15 ml sealed tube was heated at 70° C. overnight. Analysis of the reaction mixture by LCMS showed 38% desired product with other impurities but no starting material present. The reaction mixture was used for the next step without workup. Starting materials: [OH-].[Na+].C(C)O (sodium hydroxide ethanol), C1(=CC=CC=C1)C(N1CCN(CC1)C(=O)[C@H](CC(C)C)NC(=O)[C@H]1[C@@H](O1)C(=O)OCC)C1=CC=CC=C1 (ethyl trans-3-[(s)-1-(4-diphenylmethylpiperazine-1-yl carbonyl)-3-methylbutyl carbamoyl]oxirane-2-carboxylate). Solvent: C(C)O (ethanol). Run at time 3 hour. Product: C1(=CC=CC=C1)C(N1CCN(CC1)C(=O)[C@H](CC(C)C)NC(=O)[C@H]1[C@@H](O1)C(=O)[O-])C1=CC=CC=C1.[Na+] (sodium trans-3-[(s)-1-(4-diphenylmethylpiperazine-1-yl carbonyl)-3-methylbutylcarbamoyl]oxirane-2-carboxylate). Isolated yield 95.0%. As a reaction SMILES: [OH-].[Na+:2].C(O)C.[C:6]1([CH:12]([C:37]2[CH:42]=[CH:41][CH:40]=[CH:39][CH:38]=2)[N:13]2[CH2:18][CH2:17][N:16]([C:19]([C@@H:21]([NH:26][C:27]([C@@H:29]3[O:31][C@H:30]3[C:32]([O:34]CC)=[O:33])=[O:28])[CH2:22][CH:23]([CH3:25])[CH3:24])=[O:20])[CH2:15][CH2:14]2)[CH:11]=[CH:10][CH:9]=[CH:8][CH:7]=1>C(O)C>[C:6]1([CH:12]([C:37]2[CH:42]=[CH:41][CH:40]=[CH:39][CH:38]=2)[N:13]2[CH2:18][CH2:17][N:16]([C:19]([C@@H:21]([NH:26][C:27]([C@@H:29]3[O:31][C@H:30]3[C:32]([O-:34])=[O:33])=[O:28])[CH2:22][CH:23]([CH3:25])[CH3:24])=[O:20])[CH2:15][CH2:14]2)[CH:7]=[CH:8][CH:9]=[CH:10][CH:11]=1.[Na+:2] |f:0.1.2,5.6|. Reported procedure: Under cooling with ice, a 0.48N sodium hydroxide-ethanol solution (54.2 ml) was added dropwise to an ethanol solution (70 ml) of ethyl trans-3-[(s)-1-(4-diphenylmethylpiperazine-1-yl carbonyl)-3-methylbutyl carbamoyl]oxirane-2-carboxylate (13.2 g) obtained above. After stirring at room temperature for 3 hours, the solvent was removed by distillation under reduced pressure, and the reaction mixture was further dried under reduced pressure to yield 12.4 g of sodium trans-3-[(s)-1-(4-diphenylmethyl...